From a dataset of the Open Reaction Database (ORD), a public repository of structured organic reaction records. describe an organic reaction: reactants, conditions, products, and yield The reactants are ClC1=CC(=NC(=N1)S(=O)(=O)C)N1C[C@H](CC[C@H]1C(F)(F)F)C(=O)NC1CCCCC1 (cis-1-[6-chloro-2-(methylsulfonyl)-4-pyrimidinyl]-N-cyclohexyl-6-(trifluoromethyl)-3-piperidinecarboxamide), CCN(C(C)C)C(C)C (Hunig's base), C1CCOC1 (THF), CN (methylamine). Run in O1CCOCC1 (1,4-dioxane), CCOC(=O)C (EtOAc). Run at temperature 60 celsius, time 8 hour. The product is ClC1=CC(=NC(=N1)NC)N1C[C@H](CC[C@H]1C(F)(F)F)C(=O)NC1CCCCC1 (Cis-1-[6-Chloro-2-(methylamino)-4-pyrimidinyl]-N-cyclohexyl-6-(trifluoromethyl)-3-piperidinecarboxamide). Yield: 58.4%. As a reaction SMILES: [Cl:1][C:2]1[N:7]=[C:6](S(C)(=O)=O)[N:5]=[C:4]([N:12]2[C@H:17]([C:18]([F:21])([F:20])[F:19])[CH2:16][CH2:15][C@H:14]([C:22]([NH:24][CH:25]3[CH2:30][CH2:29][CH2:28][CH2:27][CH2:26]3)=[O:23])[CH2:13]2)[CH:3]=1.C[CH2:32][N:33](C(C)C)C(C)C.CN.C1COCC1>O1CCOCC1.CCOC(C)=O>[Cl:1][C:2]1[N:7]=[C:6]([NH:33][CH3:32])[N:5]=[C:4]([N:12]2[C@H:17]([C:18]([F:21])([F:20])[F:19])[CH2:16][CH2:15][C@H:14]([C:22]([NH:24][CH:25]3[CH2:30][CH2:29][CH2:28][CH2:27][CH2:26]3)=[O:23])[CH2:13]2)[CH:3]=1. Reported procedure: To cis-1-[6-chloro-2-(methylsulfonyl)-4-pyrimidinyl]-N-cyclohexyl-6-(trifluoromethyl)-3-piperidinecarboxamide (390 mg, 0.832 mmol) in 1,4-dioxane (8 mL) was added Hunig's base (0.29 mL, 1.66 mmol) followed by 2M methylamine in THF (1 mL, 2 mmol), and the reaction mixture was stirred overnight at 60° C. into a sealed tube. The mixture was poured onto water and EtOAc. The organic layer was separated, washed with brine, dried (MgSO4), filtered and concentrated. Flash chromatography on SiO2 (gradien... Reactants: O=C([O-])[O-], C1COCCO1, CC1(C)OB(c2cc(C(N)=O)c3[nH]cc(C4CCS(=O)(=O)C(C)(C)C4)c3c2)OC1(C)C, O=S(=O)(c1ccc(Br)s1)C1CCCC1, [K+], [K+], O. Yields the product CC1(C)CC(c2c[nH]c3c(C(N)=O)cc(-c4ccc(S(=O)(=O)C5CCCC5)s4)cc23)CCS1(=O)=O. Reaction SMILES: [C:46](=[O:47])([O-:48])[O-:49].[CH2:52]1[O:53][CH2:54][CH2:55][O:56][CH2:57]1.[CH3:1][C:2]1([CH3:31])[S:3](=[O:29])(=[O:30])[CH2:4][CH2:5][CH:6]([c:8]2[cH:9][nH:10][c:11]3[c:12]([C:26](=[O:27])[NH2:28])[cH:13][c:14]([B:17]4[O:18][C:19]([CH3:20])([CH3:21])[C:22]([CH3:23])([CH3:24])[O:25]4)[cH:15][c:16]23)[CH2:7]1.[CH:32]1([S:37](=[O:38])(=[O:39])[c:40]2[s:41][c:42]([Br:45])[cH:43][cH:44]2)[CH2:33][CH2:34][CH2:35][CH2:36]1.[K+:50].[K+:51].[OH2:58]>>[CH3:1][C:2]1([CH3:31])[S:3](=[O:29])(=[O:30])[CH2:4][CH2:5][CH:6]([c:8]2[cH:9][nH:10][c:11]3[c:12]([C:26](=[O:27])[NH2:28])[cH:13][c:14](-[c:42]4[s:41][c:40]([S:37]([CH:32]5[CH2:33][CH2:34][CH2:35][CH2:36]5)(=[O:38])=[O:39])[cH:44][cH:43]4)[cH:15][c:16]23)[CH2:7]1. Starting materials: CCO, CCOc1c(C)cnc(CCl)c1C, Cl, [Na+], Sc1nc2cc3c(cc2[nH]1)OCO3, [OH-], O. The product is CCOc1c(C)cnc(CSc2nc3cc4c(cc3[nH]2)OCO4)c1C. RXN SMILES: [CH3:30][CH2:31][OH:32].[Cl:15][CH2:16][c:17]1[n:18][cH:19][c:20]([CH3:27])[c:21]([O:24][CH2:25][CH3:26])[c:22]1[CH3:23].[ClH:14].[Na+:29].[O:1]1[CH2:2][O:3][c:4]2[cH:5][c:6]3[c:7]([n:8][c:9]([SH:11])[nH:10]3)[cH:12][c:13]21.[OH-:28].[OH2:33]>>[O:1]1[CH2:2][O:3][c:4]2[cH:5][c:6]3[c:7]([n:8][c:9]([S:11][CH2:16][c:17]4[n:18][cH:19][c:20]([CH3:27])[c:21]([O:24][CH2:25][CH3:26])[c:22]4[CH3:23])[nH:10]3)[cH:12][c:13]21. Reaction SMILES: [CH:1]([CH3:2])([CH3:3])[c:4]1[c:5](=[O:20])[nH:6][c:7](=[O:19])[nH:8][c:9]1[S:10][c:11]1[cH:12][c:13]([CH3:18])[cH:14][c:15]([CH3:17])[cH:16]1.[c:21]1([CH2:27][Cl:28])[cH:22][cH:23][cH:24][cH:25][n:26]1>>[CH:1]([CH3:2])([CH3:3])[c:4]1[c:5](=[O:20])[nH:6][c:7](=[O:19])[n:8]([CH2:27][c:21]2[cH:22][cH:23][cH:24][cH:25][n:26]2)[c:9]1[S:10][c:11]1[cH:12][c:13]([CH3:18])[cH:14][c:15]([CH3:17])[cH:16]1. Reactants: Cc1cc(C)cc(Sc2[nH]c(=O)[nH]c(=O)c2C(C)C)c1, ClCc1ccccn1. Yields the product Cc1cc(C)cc(Sc2c(C(C)C)c(=O)[nH]c(=O)n2Cc2ccccn2)c1. Starting materials: 1-[, C(C)(C)(C)OC(=O)C1=C(C=CC=C1)C1=CC=C(C=C1)CN1C(=NC(=C1C#N)C(CCC)=O)CCCC ((2'-t-butoxycarbonylbiphenyl-4-yl)methyl-2-butyl-4-butyrylimidazole-5-carbonitrile), [BH4-].[Na+] (sodium borohydride). The solvent is C(C)O (ethanol). Product: C(C)(C)(C)OC(=O)C1=C(C=CC=C1)C1=CC=C(C=C1)CN1C(=NC(=C1C#N)C(CCC)O)CCCC (1-[(2'-t-Butoxycarbonylbiphenyl-4-yl)methyl]-2-butyl-4-(1-hydroxybutyl)imidazole-5-carbonitrile). As a reaction SMILES: [C:1]([O:5][C:6]([C:8]1[CH:13]=[CH:12][CH:11]=[CH:10][C:9]=1[C:14]1[CH:19]=[CH:18][C:17]([CH2:20][N:21]2[C:25]([C:26]#[N:27])=[C:24]([C:28](=[O:32])[CH2:29][CH2:30][CH3:31])[N:23]=[C:22]2[CH2:33][CH2:34][CH2:35][CH3:36])=[CH:16][CH:15]=1)=[O:7])([CH3:4])([CH3:3])[CH3:2].[BH4-].[Na+]>C(O)C>[C:1]([O:5][C:6]([C:8]1[CH:13]=[CH:12][CH:11]=[CH:10][C:9]=1[C:14]1[CH:19]=[CH:18][C:17]([CH2:20][N:21]2[C:25]([C:26]#[N:27])=[C:24]([CH:28]([OH:32])[CH2:29][CH2:30][CH3:31])[N:23]=[C:22]2[CH2:33][CH2:34][CH2:35][CH3:36])=[CH:16][CH:15]=1)=[O:7])([CH3:4])([CH3:3])[CH3:2] |f:1.2|. Reported procedure: Following a procedure similar to that described in Example 45(b), but using 0.99 g of 1-[(2'-t-butoxycarbonylbiphenyl-4-yl)methyl-2-butyl-4-butyrylimidazole-5-carbonitrile [prepared as described in step (a) above] and 0.077 g of sodium borohydride in 20 ml of ethanol, 0.88 g of the title compound was obtained as a viscous oil.